This data is from the Open Reaction Database (ORD), a public repository of structured organic reaction records. The task is: describe an organic reaction: reactants, conditions, products, and yield Starting materials: Cl.C1CC12NCCOC2 (7-oxa-4-azaspiro[2.5]octane hydrochloride), BrCCO (2-bromoethanol), C([O-])([O-])=O.[K+].[K+] (potassium carbonate). The solvent is CN(C=O)C (N,N-dimethylformamide), [Cl-].[Na+].O (brine). Run at temperature 90 celsius, time 48 hour. The product is OCCN1C2(CC2)COCC1 (4-(2-hydroxyethyl)-7-oxa-4-azaspiro[2.5]octane). As a reaction SMILES: Cl.[CH2:2]1[C:4]2([CH2:9][O:8][CH2:7][CH2:6][NH:5]2)[CH2:3]1.Br[CH2:11][CH2:12][OH:13].C(=O)([O-])[O-].[K+].[K+]>CN(C)C=O.[Cl-].[Na+].O>[OH:13][CH2:12][CH2:11][N:5]1[CH2:6][CH2:7][O:8][CH2:9][C:4]21[CH2:3][CH2:2]2 |f:0.1,3.4.5,7.8.9|. Procedure: A mixture of 7-oxa-4-azaspiro[2.5]octane hydrochloride (200 mg), 2-bromoethanol (0.28 ml) and potassium carbonate (550 mg) in N,N-dimethylformamide (2 ml) was stirred at 90° C. for 48 hours and cooled. The mixture was poured into brine and extracted with dichloromethane. The extract was dried over magnesium sulfate and evaporated under reduced pressure, and purified by column chromatography on silica gel using a mixture of methanol and chloroform (2:98) to give 4-(2-hydroxyethyl)-7-oxa-4-azaspir...